Dataset: the Open Reaction Database (ORD), a public repository of structured organic reaction records. Task: describe an organic reaction: reactants, conditions, products, and yield Reactants: O=C(Nc1cccnc1)NC1CCN(c2nc(NCC(c3ccccc3)c3ccccc3)c3ncn(C4CC(NC(=O)OCc5ccccc5)C(O)C4O)c3n2)C1, CCO, O=C(O)C(F)(F)F. Product: NC1CC(n2cnc3c(NCC(c4ccccc4)c4ccccc4)nc(N4CCC(NC(=O)Nc5cccnc5)C4)nc32)C(O)C1O. RXN SMILES: [CH2:8]([O:9][C:10](=[O:11])[NH:17][CH:18]1[CH:19]([OH:63])[CH:20]([OH:62])[CH:21]([n:23]2[c:24]3[n:25][c:26]([N:47]4[CH2:48][CH:49]([NH:52][C:53](=[O:54])[NH:55][c:56]5[cH:57][n:58][cH:59][cH:60][cH:61]5)[CH2:50][CH2:51]4)[n:27][c:28]([NH:32][CH2:33][CH:34]([c:35]4[cH:36][cH:37][cH:38][cH:39][cH:40]4)[c:41]4[cH:42][cH:43][cH:44][cH:45][cH:46]4)[c:29]3[n:30][cH:31]2)[CH2:22]1)[c:12]1[cH:13][cH:14][cH:15][cH:16][cH:64]1.[CH3:65][CH2:66][OH:67].[F:1][C:2]([F:3])([F:4])[C:5]([OH:6])=[O:7]>>[NH2:17][CH:18]1[CH:19]([OH:63])[CH:20]([OH:62])[CH:21]([n:23]2[c:24]3[n:25][c:26]([N:47]4[CH2:48][CH:49]([NH:52][C:53](=[O:54])[NH:55][c:56]5[cH:57][n:58][cH:59][cH:60][cH:61]5)[CH2:50][CH2:51]4)[n:27][c:28]([NH:32][CH2:33][CH:34]([c:35]4[cH:36][cH:37][cH:38][cH:39][cH:40]4)[c:41]4[cH:42][cH:43][cH:44][cH:45][cH:46]4)[c:29]3[n:30][cH:31]2)[CH2:22]1. The reactants are C(=O)([O-])C(O)C(O)C(=O)[O-].[K+].[Na+] (sodium potassium tartrate), C(C)OCC (diethyl ether), ClC1=CC=C(C=C1)N1C(=C(C=C1)C(F)(F)F)COC1=C(C=C(C=C1F)CCC(=O)OCC)F (ethyl 3-(4-((1-(4-chlorophenyl)-3-(trifluoromethyl)-1H-pyrrol-2-yl)methoxy)-3,5-difluorophenyl)propanoate), [H-].[H-].[H-].[H-].[Li+].[Al+3] (LAH), solution. Run in C1CCOC1 (THF), C1CCOC1 (THF). Conditions: time 1 hour. Product: ClC1=CC=C(C=C1)N1C(=C(C=C1)C(F)(F)F)COC1=C(C(=C(C=C1)CCCO)C)C (3-(4-{[1-(4-Chlorophenyl)-3-(trifluoromethyl)-1H-pyrrol-2-yl]methoxy}-2,3-dimethylphenyl)propan-1-ol). Reaction SMILES: [Cl:1][C:2]1[CH:7]=[CH:6][C:5]([N:8]2[CH:12]=[CH:11][C:10]([C:13]([F:16])([F:15])[F:14])=[C:9]2[CH2:17][O:18][C:19]2[C:24](F)=[CH:23][C:22]([CH2:26][CH2:27][C:28](OCC)=[O:29])=[CH:21][C:20]=2F)=[CH:4][CH:3]=1.[H-].[H-].[H-].[H-].[Li+].[Al+3].[C:40]([CH:43](C(C([O-])=O)O)O)([O-])=O.[K+].[Na+].C(OCC)C>C1COCC1>[Cl:1][C:2]1[CH:3]=[CH:4][C:5]([N:8]2[CH:12]=[CH:11][C:10]([C:13]([F:14])([F:16])[F:15])=[C:9]2[CH2:17][O:18][C:19]2[CH:24]=[CH:23][C:22]([CH2:26][CH2:27][CH2:28][OH:29])=[C:21]([CH3:20])[C:40]=2[CH3:43])=[CH:6][CH:7]=1 |f:1.2.3.4.5.6,7.8.9|. Reported procedure: To a solution of the product prepared in Example 1, Step E (46 mg, 0.10 mmol, 1 eq) in THF (2 mL) at 0° C. under N2 was added LAH (0.20 mL of a 1 M solution in THF, 0.20 mmol, 2 eq). After 1 hr, saturated sodium potassium tartrate (0.5 mL) was added dropwise at first, the solution was warmed to room temperature, diethyl ether was added, washed with brine, dried over MgSO4 and concentrated. The resulting residue was purified by flash chromatography (4 g column) eluting with 10 to 30% EtOAc/heptan... The reactants are CCc1cnc(N2CCN(C(=O)c3ccc(Br)cc3F)CC2)c(C)c1, CC1(C)CNC(=O)O1. The product is CCc1cnc(N2CCN(C(=O)c3ccc(N4CC(C)(C)OC4=O)cc3F)CC2)c(C)c1. RXN SMILES: [Br:1][c:2]1[cH:3][c:4]([F:25])[c:5]([C:8](=[O:9])[N:10]2[CH2:11][CH2:12][N:13]([c:16]3[n:17][cH:18][c:19]([CH2:23][CH3:24])[cH:20][c:21]3[CH3:22])[CH2:14][CH2:15]2)[cH:6][cH:7]1.[CH3:26][C:27]1([CH3:33])[CH2:28][NH:29][C:30](=[O:32])[O:31]1>>[c:2]1([N:29]2[CH2:28][C:27]([CH3:26])([CH3:33])[O:31][C:30]2=[O:32])[cH:3][c:4]([F:25])[c:5]([C:8](=[O:9])[N:10]2[CH2:11][CH2:12][N:13]([c:16]3[n:17][cH:18][c:19]([CH2:23][CH3:24])[cH:20][c:21]3[CH3:22])[CH2:14][CH2:15]2)[cH:6][cH:7]1. Reported procedure: To a suspension of 5.99 g (16.0 mmol) of 1,2-dihydro-3-methyl-1-[4-(phthalimido)butan-1-yl]-1,4,7b-triazacyclopent[cd]inden-2-one in 150 ml of ethanol was added 2.40 g (48.0 mmol) of hydrazine monohydrate. The mixture was heated for one hour under reflux. After cooling, and the resulting precipitates were filtered off. The filtrate was concentrated to give the residue, water was water, extracted with chloroform (three times). The extract solution was dried over anhydrous magnesium sulfate. The s... Yield: 81.1%. Reaction SMILES: [CH3:1][C:2]1[N:3]=[C:4]2[CH:12]=[CH:11][CH:10]=[C:9]3[N:5]2[C:6]=1[C:7](=[O:28])[N:8]3[CH2:13][CH2:14][CH2:15][CH2:16][N:17]1C(=O)C2=CC=CC=C2C1=O.O.NN.O>C(O)C>[NH2:17][CH2:16][CH2:15][CH2:14][CH2:13][N:8]1[C:9]2[N:5]3[C:4](=[N:3][C:2]([CH3:1])=[C:6]3[C:7]1=[O:28])[CH:12]=[CH:11][CH:10]=2 |f:1.2|. The reactants are O.NN (hydrazine monohydrate), CC=1N=C2N3C1C(N(C3=CC=C2)CCCCN2C(C=3C(C2=O)=CC=CC3)=O)=O (1,2-dihydro-3-methyl-1-[4-(phthalimido)butan-1-yl]-1,4,7b-triazacyclopent[cd]inden-2-one), O (water). Product: NCCCCN1C(C=2N3C(C=CC=C13)=NC2C)=O (1-[4-(Amino)butan-1-yl]-1,2-dihydro-3-methyl-1,4,7b-triazacyclopent[cd]inden-2-one). Solvent: C(C)O (ethanol). The reactants are CCCCCCCCCCCCCCCC(=O)Cl, O=c1c(-c2ccc(Cl)cc2)c2c(cn1CO)Sc1ccc(Cl)cc1N2, c1ccncc1. Yields the product CCCCCCCCCCCCCCCC(=O)OCn1cc2c(c(-c3ccc(Cl)cc3)c1=O)Nc1cc(Cl)ccc1S2. RXN SMILES: [C:26]([CH2:27][CH2:28][CH2:29][CH2:30][CH2:31][CH2:32][CH2:33][CH2:34][CH2:35][CH2:36][CH2:37][CH2:38][CH2:39][CH2:40][CH3:41])(=[O:42])[Cl:43].[Cl:1][c:2]1[cH:3][cH:4][c:5]2[c:6]([cH:25]1)[NH:7][c:8]1[c:9]([cH:11][n:12]([CH2:23][OH:24])[c:13](=[O:22])[c:14]1-[c:15]1[cH:16][cH:17][c:18]([Cl:21])[cH:19][cH:20]1)[S:10]2.[cH:44]1[cH:45][cH:46][n:47][cH:48][cH:49]1>>[Cl:1][c:2]1[cH:3][cH:4][c:5]2[c:6]([cH:25]1)[NH:7][c:8]1[c:9]([cH:11][n:12]([CH2:23][O:24][C:26]([CH2:27][CH2:28][CH2:29][CH2:30][CH2:31][CH2:32][CH2:33][CH2:34][CH2:35][CH2:36][CH2:37][CH2:38][CH2:39][CH2:40][CH3:41])=[O:42])[c:13](=[O:22])[c:14]1-[c:15]1[cH:16][cH:17][c:18]([Cl:21])[cH:19][cH:20]1)[S:10]2. The reactants are C(=O)(O)C=CC=1C=C(CNC2=NC3=C(N2[C@H]2[C@H](O)[C@H](O)[C@H](O2)CO)C=CC=C3)C=CC1 (2-[3-(2-Carboxyvinyl)benzylamino]-1-(β-D-ribofuranosyl)-1H-benzimidazole), Cl.C(C)N=C=NCCCN(C)C (1-ethyl-3-(3-dimethylaminopropyl)carbodiimide hydrochloride), NC(CO)CO (2-amino-1,3-propanediol), ON1N=NC2=C1C=CC=C2 (1-hydroxybenzotriazole). Run in O1CCCC1 (tetrahydrofuran), C(C)N(CC)CC (triethylamine). Conditions: time 17 hour. The product is OCC(CO)NC(=O)C=CC=1C=C(CNC2=NC3=C(N2[C@H]2[C@H](O)[C@H](O)[C@H](O2)CO)C=CC=C3)C=CC1 (2-{3-[2-(2-Hydroxy-1-hydroxymethyethylcarbamoyl)vinyl]-benzylamino}-1-(β-D-ribofuranosyl)-1H-benzimidazole). Yield: 88.8%. RXN SMILES: [C:1]([CH:4]=[CH:5][C:6]1[CH:7]=[C:8]([CH:29]=[CH:30][CH:31]=1)[CH2:9][NH:10][C:11]1[N:15]([C@@H:16]2[O:22][C@H:21]([CH2:23][OH:24])[C@@H:19]([OH:20])[C@H:17]2[OH:18])[C:14]2[CH:25]=[CH:26][CH:27]=[CH:28][C:13]=2[N:12]=1)([OH:3])=O.[NH2:32][CH:33]([CH2:36][OH:37])[CH2:34][OH:35].ON1C2C=CC=CC=2N=N1.Cl.C(N=C=NCCCN(C)C)C>O1CCCC1.C(N(CC)CC)C>[OH:35][CH2:34][CH:33]([NH:32][C:1]([CH:4]=[CH:5][C:6]1[CH:7]=[C:8]([CH:29]=[CH:30][CH:31]=1)[CH2:9][NH:10][C:11]1[N:15]([C@@H:16]2[O:22][C@H:21]([CH2:23][OH:24])[C@@H:19]([OH:20])[C@H:17]2[OH:18])[C:14]2[CH:25]=[CH:26][CH:27]=[CH:28][C:13]=2[N:12]=1)=[O:3])[CH2:36][OH:37] |f:3.4|. Reported procedure: 2-[3-(2-Carboxyvinyl)benzylamino]-1-(β-D-ribofuranosyl)-1H-benzimidazole (50 mg), 2-amino-1,3-propanediol (21 mg), 1-hydroxybenzotriazole (36 mg) and triethylamine (41 μL) were suspended in tetrahydrofuran (2 mL). To the mixture was added 1-ethyl-3-(3-dimethylaminopropyl)carbodiimide hydrochloride (45 mg), and the mixture was stirred for 17 hours. The solvent was removed under reduced pressure, and the obtained residue was purified by preparative reverse phase column chromatography (Shiseido CAP... The reactants are C(C(=O)Cl)(=O)Cl (Oxalyl chloride), BrC=1C(=C(C(=O)O)C(=CC1)F)OC (3-bromo-6-fluoro-2-methoxybenzoic acid), CN(C)C=O (DMF). Solvent: C(Cl)Cl (DCM). Reaction conditions: temperature 25 celsius, time 2 hour. The product is BrC=1C(=C(C(=O)N)C(=CC1)F)OC (3-bromo-6-fluoro-2-methoxybenzamide). As a reaction SMILES: C(Cl)(=O)C(Cl)=O.[Br:7][C:8]1[C:9]([O:18][CH3:19])=[C:10]([C:14]([F:17])=[CH:15][CH:16]=1)[C:11](O)=[O:12].C[N:21](C=O)C>C(Cl)Cl>[Br:7][C:8]1[C:9]([O:18][CH3:19])=[C:10]([C:14]([F:17])=[CH:15][CH:16]=1)[C:11]([NH2:21])=[O:12]. Reported procedure: Oxalyl chloride (15 mL) was added dropwise at 0° C. to a suspension of 3-bromo-6-fluoro-2-methoxybenzoic acid (15 g, 60 mmol) in 100 mL of DCM with 0.5 mL of DMF. The mixture was stirred at 25° C. for 2 hours and the clear solution was concentrated to dryness under reduced pressure. The residue dissolved in 60 mL of anhydrous acetonitrile was added to 600 mL of aqueous NH3.H2O at 0° C. and stirred for 2 hours, then filtered to give 3-bromo-6-fluoro-2-methoxybenzamide. The reactants are N1=CC=CC2=CC=CC=C12 (quinoline), 4-chloro, 4-methanesulphonyloxy, 4-trifluoromethanesulphonyloxy, CS(=O)(=O)Cl (methanesulphonyl chloride), anhydride, OC1=CC=NC2=CC=CN=C12 (4-hydroxy-[1,5]naphthyridine). The solvent is P(=O)(Cl)(Cl)Cl (phosphorus oxychloride), N1=CC=CC=C1 (pyridine). Product: NC1=CC=NC2=CC=CN=C12 (4-amino 1,5-naphthyridine), 4-trifluoromethanesulphonyloxy, C(CC)N (n-propylamine). RXN SMILES: O[C:2]1[C:11]2[C:6](=[CH:7][CH:8]=[CH:9][N:10]=2)[N:5]=[CH:4][CH:3]=1.CS(Cl)(=O)=O.[N:17]1C2C(=CC=CC=2)[CH:20]=[CH:19][CH:18]=1>P(Cl)(Cl)(Cl)=O.N1C=CC=CC=1>[NH2:17][C:2]1[C:11]2[C:6](=[CH:7][CH:8]=[CH:9][N:10]=2)[N:5]=[CH:4][CH:3]=1.[CH2:18]([NH2:17])[CH2:19][CH3:20]. Procedure: 4-Hydroxy-1,5-naphthyridines can be prepared from 3-aminopyridine derivatives by reaction with diethyl ethoxymethylene malonate to produce the 4-hydroxy-3-carboxylic acid ester derivative with subsequent hydrolysis to the acid, followed by thermal decarboxylation in quinoline (as for example described for 4-Hydroxy-[1,5]naphthyridine-3-carboxylic acid, 3. T. Adams et al., J.Amer.Chem.Soc., 1946, 68, 1317). A 4-hydroxy-[1,5]naphthyridine can be converted to the 4-chloro derivative by heating in p... As a reaction SMILES: [CH2:1]([CH3:2])[O:3][C:4](=[O:5])[CH:6]1[CH2:7][CH2:8][N:9]([c:12]2[cH:13][cH:14][c:15]([C:18]([CH3:19])([CH3:20])[CH3:21])[cH:16][cH:17]2)[CH2:10][CH2:11]1.[CH3:24][OH:25].[Na+:23].[OH-:22]>>[O:3]=[C:4]([OH:5])[CH:6]1[CH2:7][CH2:8][N:9]([c:12]2[cH:13][cH:14][c:15]([C:18]([CH3:19])([CH3:20])[CH3:21])[cH:16][cH:17]2)[CH2:10][CH2:11]1. Starting materials: CCOC(=O)C1CCN(c2ccc(C(C)(C)C)cc2)CC1, CO, [Na+], [OH-]. Yields the product CC(C)(C)c1ccc(N2CCC(C(=O)O)CC2)cc1. The reactants are F[B-](F)(F)F, O=C([O-])O, CCN, CCN(C(C)C)C(C)C, Cl, Nc1nccn2c(C3CCC(C(=O)O)CC3)nc(-c3cc4ccccc4[nH]3)c12, [Na+], CN(C)C=O, CN(C)C(On1nnc2ccccc21)=[N+](C)C. The product is CCNC(=O)C1CCC(c2nc(-c3cc4ccccc4[nH]3)c3c(N)nccn23)CC1. RXN SMILES: [B-:5]([F:6])([F:7])([F:8])[F:9].[C:64](=[O:65])([OH:66])[O-:67].[CH2:2]([CH3:3])[NH2:4].[CH:27]([N:28]([CH2:29][CH3:30])[CH:31]([CH3:32])[CH3:33])([CH3:34])[CH3:35].[ClH:1].[NH2:36][c:37]1[c:38]2[n:39]([cH:40][cH:41][n:42]1)[c:43]([CH:55]1[CH2:56][CH2:57][CH:58]([C:61](=[O:62])[OH:63])[CH2:59][CH2:60]1)[n:44][c:45]2-[c:46]1[nH:47][c:48]2[cH:49][cH:50][cH:51][cH:52][c:53]2[cH:54]1.[Na+:68].[O:69]=[CH:70][N:71]([CH3:72])[CH3:73].[n:10]1([O:11][C:12]([N:13]([CH3:14])[CH3:15])=[N+:16]([CH3:17])[CH3:18])[c:19]2[cH:20][cH:21][cH:22][cH:23][c:24]2[n:25][n:26]1>>[CH2:2]([CH3:3])[NH:4][C:61]([CH:58]1[CH2:57][CH2:56][CH:55]([c:43]2[n:39]3[c:38]([c:37]([NH2:36])[n:42][cH:41][cH:40]3)[c:45](-[c:46]3[nH:47][c:48]4[cH:49][cH:50][cH:51][cH:52][c:53]4[cH:54]3)[n:44]2)[CH2:60][CH2:59]1)=[O:62].